From a dataset of the Open Reaction Database (ORD), a public repository of structured organic reaction records. describe an organic reaction: reactants, conditions, products, and yield The reactants are C(C1=CC=CC=C1)ONC(=O)C=1C(=NC(=C(C1)F)Cl)Cl (N-benzyloxy-2,6-dichloro-5-fluoro-3-pyridinecarboxamide), C(C)N=C=O (ethyl isocyanate), [H-].[Na+] (NaH), oil. The solvent is CC(=O)N(C)C (DMA). Yields the product C(C1=CC=CC=C1)ON1C(N(C2=C(C1=O)C=C(C(=N2)Cl)F)CC)=O (3-Benzyloxy-7-chloro-1-ethyl-6-fluoro-1H-pyrido[2,3-d]pyrimidine-2,4-dione). The yield is 77.8%. Reaction SMILES: [CH2:1]([O:8][NH:9][C:10]([C:12]1[C:13](Cl)=[N:14][C:15]([Cl:19])=[C:16]([F:18])[CH:17]=1)=[O:11])[C:2]1[CH:7]=[CH:6][CH:5]=[CH:4][CH:3]=1.[H-].[Na+].[CH2:23]([N:25]=[C:26]=[O:27])[CH3:24]>CC(N(C)C)=O>[CH2:1]([O:8][N:9]1[C:10](=[O:11])[C:12]2[CH:17]=[C:16]([F:18])[C:15]([Cl:19])=[N:14][C:13]=2[N:25]([CH2:23][CH3:24])[C:26]1=[O:27])[C:2]1[CH:7]=[CH:6][CH:5]=[CH:4][CH:3]=1 |f:1.2|. Procedure details: Using the General Method 5, the reaction of N-benzyloxy-2,6-dichloro-5-fluoro-3-pyridinecarboxamide (Example M-2, 2.00 g, 6.34 mmol) and 60% NaH in oil (380 mg, 9.52 mmol) with ethyl isocyanate (2.0 mL, 25.36 mmol) in DMA afforded 1.725 g of the title compound as a solid, mp 156-157° C. The reactants are intermediate ( b ), C(=O)(OC(C)(C)C)N1C[C@H](OCC1)CC1=CC=C(C=C1)O (N-BOC-(R)-2-(4-hydroxybenzyl)morpholine), BrN1C(CCC1=O)=O (N-bromosuccinimide), O (water). Run in CN(C=O)C (N,N-dimethyl formamide). Conditions: time 2 hour. Product: desired intermediate ( a ), C(=O)(OC(C)(C)C)N1C[C@H](OCC1)CC1=CC(=C(C=C1)O)Br (N-BOC-(R)-2-(3-bromo-4-hydroxybenzyl)morpholine). Reaction SMILES: [C:1]([N:8]1[CH2:13][CH2:12][O:11][C@H:10]([CH2:14][C:15]2[CH:20]=[CH:19][C:18]([OH:21])=[CH:17][CH:16]=2)[CH2:9]1)([O:3][C:4]([CH3:7])([CH3:6])[CH3:5])=[O:2].[Br:22]N1C(=O)CCC1=O.O>CN(C)C=O>[C:1]([N:8]1[CH2:13][CH2:12][O:11][C@H:10]([CH2:14][C:15]2[CH:20]=[CH:19][C:18]([OH:21])=[C:17]([Br:22])[CH:16]=2)[CH2:9]1)([O:3][C:4]([CH3:6])([CH3:7])[CH3:5])=[O:2]. Reported procedure: To a stirred solution of intermediate (b), N-BOC-(R)-2-(4-hydroxybenzyl)morpholine (1.0 g, 3.41 mmol) in anhydrous N,N-dimethyl formamide (10 mL), under at atmosphere of nitrogen at room temperature was added N-bromosuccinimide (0.63 g, 3.58 mmol). The resulting solution was stirred at room temperature for 2 hrs and then poured into water (50 mL) and extracted with ethyl acetate (70 mL×2). Combined organic layers were washed with water (2×50 mL), brine (50 mL), dried (MgSO4), filtered and concen... Reactants: COC=1C=C2CC(C(C2=CC1)=O)C (2,3-dihydro-5-methoxy-2-methyl-1H-inden-1-one), 2-ethyl-hexyl cyano acetate, N1CCCC1 (pyrrolidine), C(C1=CC=CC=C1)(=O)O (benzoic acid), C1(=CC=CC=C1)C (toluene), O (water). Yields the product C(C)C(COC(C(=C1C(CC2=CC(=CC=C12)OC)C)C#N)=O)CCCC (Cyano-(2,3-dihydro-5-methoxy-2-methyl-1H-inden-1-ylidene)acetic Acid 2-ethyl-hexyl Ester). Reaction SMILES: [CH3:1][O:2][C:3]1[CH:4]=[C:5]2[C:9](=[CH:10][CH:11]=1)[C:8](=O)[CH:7]([CH3:13])[CH2:6]2.[NH:14]1C[CH2:17][CH2:16][CH2:15]1.[C:19](O)(=[O:26])C1C=CC=CC=1.[OH2:28].[C:29]1([CH3:35])[CH:34]=[CH:33][CH:32]=[CH:31][CH:30]=1>>[CH2:29]([CH:34]([CH2:33][CH2:32][CH2:31][CH3:30])[CH2:19][O:26][C:17](=[O:28])[C:16]([C:15]#[N:14])=[C:8]1[C:9]2[C:5](=[CH:4][C:3]([O:2][CH3:1])=[CH:11][CH:10]=2)[CH2:6][CH:7]1[CH3:13])[CH3:35]. Procedure details: The above 2,3-dihydro-5-methoxy-2-methyl-1H-inden-1-one (5.2 g) was reacted with 5.9 g of 2-ethyl-hexyl cyano acetate in the presence of catalytic amounts of pyrrolidine and benzoic acid in 100 ml of toluene. The reaction mixture was refluxed for 30 hours with simultaneous separation of water. Then, the cold reaction mixture was washed with water, concentrated and chromatographed in toluene containing 2% of propanol through SiO2 to yield 2.6 g of a yellow liquid. UV 347 nm (ε=33′450), MS: 355(M+... Reactants: O=c1c(Br)c(OCc2ccc(F)cc2F)ccn1Cc1cccc(F)c1, O=C([O-])[O-], CB1OB(C)OB(C)O1, [Cs+], [Cs+], [K+], [K+], O=C([O-])[O-], C1COCCO1, c1ccc(P(c2ccccc2)(c2ccccc2)[Pd](P(c2ccccc2)(c2ccccc2)c2ccccc2)(P(c2ccccc2)(c2ccccc2)c2ccccc2)P(c2ccccc2)(c2ccccc2)c2ccccc2)cc1. Yields the product Cc1c(OCc2ccc(F)cc2F)ccn(Cc2cccc(F)c2)c1=O. As a reaction SMILES: [Br:1][c:2]1[c:3](=[O:26])[n:4]([CH2:18][c:19]2[cH:20][c:21]([F:25])[cH:22][cH:23][cH:24]2)[cH:5][cH:6][c:7]1[O:8][CH2:9][c:10]1[c:11]([F:17])[cH:12][c:13]([F:16])[cH:14][cH:15]1.[C:33](=[O:34])([O-:35])[O-:36].[CH3:39][B:40]1[O:41][B:42]([CH3:43])[O:44][B:45]([CH3:46])[O:47]1.[Cs+:37].[Cs+:38].[K+:27].[K+:28].[O-:29][C:30]([O-:31])=[O:32].[O:48]1[CH2:49][CH2:50][O:51][CH2:52][CH2:53]1.[cH:54]1[cH:55][cH:56][c:57]([P:58]([Pd:59]([P:60]([c:61]2[cH:62][cH:63][cH:64][cH:65][cH:66]2)([c:67]2[cH:68][cH:69][cH:70][cH:71][cH:72]2)[c:73]2[cH:74][cH:75][cH:76][cH:77][cH:78]2)([P:79]([c:80]2[cH:81][cH:82][cH:83][cH:84][cH:85]2)([c:86]2[cH:87][cH:88][cH:89][cH:90][cH:91]2)[c:92]2[cH:93][cH:94][cH:95][cH:96][cH:97]2)[P:98]([c:99]2[cH:100][cH:101][cH:102][cH:103][cH:104]2)([c:105]2[cH:106][cH:107][cH:108][cH:109][cH:110]2)[c:111]2[cH:112][cH:113][cH:114][cH:115][cH:116]2)([c:117]2[cH:118][cH:119][cH:120][cH:121][cH:122]2)[c:123]2[cH:124][cH:125][cH:126][cH:127][cH:128]2)[cH:129][cH:130]1>>[c:2]1([CH3:30])[c:3](=[O:26])[n:4]([CH2:18][c:19]2[cH:20][c:21]([F:25])[cH:22][cH:23][cH:24]2)[cH:5][cH:6][c:7]1[O:8][CH2:9][c:10]1[c:11]([F:17])[cH:12][c:13]([F:16])[cH:14][cH:15]1. The reactants are CCOC(=O)c1ccc(C(=O)O)s1, ClCCl, CN(C)C=O. The product is CCOC(=O)c1ccc(C(=O)Cl)s1. Reaction SMILES: [C:1](=[O:2])([O:3][CH2:4][CH3:5])[c:6]1[cH:7][cH:8][c:9]([C:11](=[O:12])[OH:13])[s:10]1.[Cl:14][CH2:15][Cl:16].[O:17]=[CH:18][N:19]([CH3:20])[CH3:21]>>[C:1](=[O:2])([O:3][CH2:4][CH3:5])[c:6]1[cH:7][cH:8][c:9]([C:11](=[O:13])[Cl:14])[s:10]1. The reactants are CCOC(C)O, COc1cc2ncc(C#N)c(Cl)c2cc1OC, Nc1ccc(F)cc1, c1ccncc1. Yields the product COc1cc2ncc(C#N)c(Nc3ccc(F)cc3)c2cc1OC. Reaction SMILES: [CH2:26]([O:27][CH:28]([OH:29])[CH3:30])[CH3:31].[Cl:1][c:2]1[c:3]([C:16]#[N:17])[cH:4][n:5][c:6]2[cH:7][c:8]([O:14][CH3:15])[c:9]([O:12][CH3:13])[cH:10][c:11]12.[NH2:18][c:19]1[cH:20][cH:21][c:22]([F:23])[cH:24][cH:25]1.[cH:32]1[cH:33][cH:34][n:35][cH:36][cH:37]1>>[c:2]1([NH:18][c:19]2[cH:20][cH:21][c:22]([F:23])[cH:24][cH:25]2)[c:3]([C:16]#[N:17])[cH:4][n:5][c:6]2[cH:7][c:8]([O:14][CH3:15])[c:9]([O:12][CH3:13])[cH:10][c:11]12. The reactants are [Si](C)(C)(C(C)(C)C)OCCCN1C(N(C2=C(C1=O)C(=C(C=N2)C2=C(C=CC=C2)C(C)C)C(O)C2=CC=C(C=C2)Cl)C)=O (3-(3-((tert-butyldimethylsilyl)oxy)propyl)-5-((4-chlorophenyl) (hydroxy)methyl)-6-(2-isopropylphenyl)-1-methylpyrido[2,3-d]pyrimidine-2,4(1H,3H)-dione), [Si](C)(C)(C(C)(C)C)OCCCN1C(N(C2=C(C1=O)C(=C(C=N2)C2=C(C=CC=C2)C(C)C)C(O)C2=CC=C(C=C2)Cl)C)=O (3-(3-((tert-butyldimethylsilyl)oxy)propyl)-5-((4-chlorophenyl) (hydroxy)methyl)-6-(2-isopropylphenyl)-1-methylpyrido[2,3-d]pyrimidine-2,4(1H,3H)-dione), C(=O)O (HCOOH). The reagents and catalysts are [Zn] (Zn). Run at temperature 100 celsius. Product: C(=O)OCCCN1C(N(C2=C(C1=O)C(=C(C=N2)C2=C(C=CC=C2)C(C)C)CC2=CC=C(C=C2)Cl)C)=O (3-(5-(4-chlorobenzyl)-6-(2-isopropylphenyl)-1-methyl-2,4-dioxo-1,2-dihydropyrido[2,3-d]pyrimidin-3(4H)-yl)propyl formate). Yield: 48.0%. RXN SMILES: [Si]([O:8][CH2:9][CH2:10][CH2:11][N:12]1[C:17](=[O:18])[C:16]2[C:19]([CH:32]([C:34]3[CH:39]=[CH:38][C:37]([Cl:40])=[CH:36][CH:35]=3)O)=[C:20]([C:23]3[CH:28]=[CH:27][CH:26]=[CH:25][C:24]=3[CH:29]([CH3:31])[CH3:30])[CH:21]=[N:22][C:15]=2[N:14]([CH3:41])[C:13]1=[O:42])(C(C)(C)C)(C)C.[CH:43](O)=[O:44]>[Zn]>[CH:43]([O:8][CH2:9][CH2:10][CH2:11][N:12]1[C:17](=[O:18])[C:16]2[C:19]([CH2:32][C:34]3[CH:39]=[CH:38][C:37]([Cl:40])=[CH:36][CH:35]=3)=[C:20]([C:23]3[CH:28]=[CH:27][CH:26]=[CH:25][C:24]=3[CH:29]([CH3:30])[CH3:31])[CH:21]=[N:22][C:15]=2[N:14]([CH3:41])[C:13]1=[O:42])=[O:44]. Reported procedure: To a solution of 3-(3-((tert-butyldimethylsilyl)oxy)propyl)-5-((4-chlorophenyl) (hydroxy)methyl)-6-(2-isopropylphenyl)-1-methylpyrido[2,3-d]pyrimidine-2,4(1H,3H)-dione (See Compound 20, step 6, 50 mg, 0.086 mmol) in HCOOH (5 mL) was added Zn dust (56.6 mg, 0.86 mmol). The reaction was heated at 100° C. for 3 h, cooled to RT and filtered. The filtrate was concentrated and dried to give 3-(5-(4-chlorobenzyl)-6-(2-isopropylphenyl)-1-methyl-2,4-dioxo-1,2-dihydropyrido[2,3-d]pyrimidin-3(4H)-yl)propyl... Reactants: CC(=O)O[BH-](OC(C)=O)OC(C)=O, c1ccc2c(c1)CCCN2, CC(=O)O, ClCCCl, [Na+], CC(C)(C)OC(=O)N1CCC(=O)CC1. Yields the product CC(C)(C)OC(=O)N1CCC(N2CCCc3ccccc32)CC1. As a reaction SMILES: [C:25]([O:26][BH-:27]([O:28][C:29](=[O:30])[CH3:31])[O:32][C:33](=[O:34])[CH3:35])(=[O:36])[CH3:37].[CH2:1]1[CH2:2][NH:3][c:4]2[cH:5][cH:6][cH:7][cH:8][c:9]2[CH2:10]1.[CH3:39][C:40](=[O:41])[OH:42].[Cl:43][CH2:44][CH2:45][Cl:46].[Na+:38].[O:11]=[C:12]1[CH2:13][CH2:14][N:15]([C:18](=[O:19])[O:20][C:21]([CH3:22])([CH3:23])[CH3:24])[CH2:16][CH2:17]1>>[CH2:1]1[CH2:2][N:3]([CH:12]2[CH2:13][CH2:14][N:15]([C:18](=[O:19])[O:20][C:21]([CH3:22])([CH3:23])[CH3:24])[CH2:16][CH2:17]2)[c:4]2[cH:5][cH:6][cH:7][cH:8][c:9]2[CH2:10]1. Reactants: FC=1C=C(C=CC1C(F)(F)F)N1CCNCC1 (1-(3-Fluoro-4-trifluoromethyl-phenyl)-piperazine), N1(CCOCC1)C1=C(C(=O)Cl)C=C(C=C1)[N+](=O)[O-] (2-Morpholin-4-yl-5-nitro-benzoyl chloride). The product is FC=1C=C(C=CC1C(F)(F)F)N1CCN(CC1)C(=O)C1=C(C=CC(=C1)[N+](=O)[O-])N1CCOCC1 ([4-(3-Fluoro-4-trifluoromethyl-phenyl)-piperazin-1-yl]-(2-morpholin-4-yl-5-nitro-phenyl)-methanone). RXN SMILES: [F:1][C:2]1[CH:3]=[C:4]([N:12]2[CH2:17][CH2:16][NH:15][CH2:14][CH2:13]2)[CH:5]=[CH:6][C:7]=1[C:8]([F:11])([F:10])[F:9].[N:18]1([C:24]2[CH:32]=[CH:31][C:30]([N+:33]([O-:35])=[O:34])=[CH:29][C:25]=2[C:26](Cl)=[O:27])[CH2:23][CH2:22][O:21][CH2:20][CH2:19]1>>[F:1][C:2]1[CH:3]=[C:4]([N:12]2[CH2:17][CH2:16][N:15]([C:26]([C:25]3[CH:29]=[C:30]([N+:33]([O-:35])=[O:34])[CH:31]=[CH:32][C:24]=3[N:18]3[CH2:23][CH2:22][O:21][CH2:20][CH2:19]3)=[O:27])[CH2:14][CH2:13]2)[CH:5]=[CH:6][C:7]=1[C:8]([F:9])([F:11])[F:10]. Procedure details: The title compound was prepared according to the procedure described for example 46 from 1-(3-Fluoro-4-trifluoromethyl-phenyl)-piperazine and 2-Morpholin-4-yl-5-nitro-benzoyl chloride (62%, yellow solid, MS (m/e): 483.2 (M+H, 100%)